The task is: describe an organic reaction: reactants, conditions, products, and yield. This data is from the Open Reaction Database (ORD), a public repository of structured organic reaction records. The reactants are CCOC(=O)CC(=O)N1CCC(Oc2cc(F)ccc2Cl)CC1, C1CCOC1, CO, [Li+], [OH-], O, O. Product: O=C(O)CC(=O)N1CCC(Oc2cc(F)ccc2Cl)CC1. RXN SMILES: [CH2:1]([CH3:2])[O:3][C:4]([CH2:5][C:6](=[O:7])[N:8]1[CH2:9][CH2:10][CH:11]([O:14][c:15]2[c:16]([Cl:22])[cH:17][cH:18][c:19]([F:21])[cH:20]2)[CH2:12][CH2:13]1)=[O:23].[CH2:30]1[O:31][CH2:32][CH2:33][CH2:34]1.[CH3:24][OH:25].[Li+:28].[OH-:27].[OH2:26].[OH2:29]>>[O:3]=[C:4]([CH2:5][C:6](=[O:7])[N:8]1[CH2:9][CH2:10][CH:11]([O:14][c:15]2[c:16]([Cl:22])[cH:17][cH:18][c:19]([F:21])[cH:20]2)[CH2:12][CH2:13]1)[OH:23]. Reactants: NC1=CC=NO1 (5-aminoisoxazole), CC1=C(C=C(C(=O)O)C=C1)N1C=NC2=CC=C(C=C2C1=O)N1CCN(CC1)C (4-methyl-3-[6-(4-methylpiperazin-1-yl)-4-oxoquinazolin-3(4H)-yl]benzoic acid), CN(C)C=O (DMF), S(=O)(Cl)Cl (thionyl chloride). Solvent: C(Cl)Cl (methylene chloride), N1=CC=CC=C1 (pyridine), C(Cl)Cl (methylene chloride). Reaction conditions: temperature 45 celsius, time 1.5 hour. Product: O1N=CC=C1NC(C1=CC(=C(C=C1)C)N1C=NC2=CC=C(C=C2C1=O)N1CCN(CC1)C)=O (N-isoxazol-5-yl-4-methyl-3-[6-(4-methylpiperazin-1-yl)-4-oxoquinazolin-3(4H)-yl]benzamide). Isolated yield 19.9%. As a reaction SMILES: [CH3:1][C:2]1[CH:10]=[CH:9][C:5]([C:6]([OH:8])=O)=[CH:4][C:3]=1[N:11]1[C:20](=[O:21])[C:19]2[C:14](=[CH:15][CH:16]=[C:17]([N:22]3[CH2:27][CH2:26][N:25]([CH3:28])[CH2:24][CH2:23]3)[CH:18]=2)[N:13]=[CH:12]1.CN(C=O)C.S(Cl)(Cl)=O.[NH2:38][C:39]1[O:43][N:42]=[CH:41][CH:40]=1>C(Cl)Cl.N1C=CC=CC=1>[O:43]1[C:39]([NH:38][C:6](=[O:8])[C:5]2[CH:9]=[CH:10][C:2]([CH3:1])=[C:3]([N:11]3[C:20](=[O:21])[C:19]4[C:14](=[CH:15][CH:16]=[C:17]([N:22]5[CH2:27][CH2:26][N:25]([CH3:28])[CH2:24][CH2:23]5)[CH:18]=4)[N:13]=[CH:12]3)[CH:4]=2)=[CH:40][CH:41]=[N:42]1. Procedure details: To a stirred slurry of 4-methyl-3-[6-(4-methylpiperazin-1-yl)-4-oxoquinazolin-3(4H)-yl]benzoic acid (0.3 g) and DMF (0.05 ml) in methylene chloride (30 ml) at 35° C. was added thionyl chloride (0.3 ml). The resultant yellow solution was stirred at 45° C. for 1.5 hours. The reaction mixture was concentrated to give a yellow/orange solid. The solid was stirred in methylene chloride (30 ml) at room temperature with 5-aminoisoxazole (0.11 g) and pyridine (0.2 ml) for 18 hours. The reaction mixture w... The reactants are CCOC(=O)C1(CC)CCCC1O, ClCCl, CC(=O)OC(C)=O, O=S(=O)(O)O. Product: CCOC(=O)C1(CC)CCCC1OC(C)=O. As a reaction SMILES: [CH2:1]([CH3:2])[C:3]1([C:9](=[O:10])[O:11][CH2:12][CH3:13])[CH:4]([OH:8])[CH2:5][CH2:6][CH2:7]1.[CH2:26]([Cl:27])[Cl:28].[CH3:19][C:20](=[O:21])[O:22][C:23](=[O:24])[CH3:25].[S:14](=[O:15])(=[O:16])([OH:17])[OH:18]>>[CH2:1]([CH3:2])[C:3]1([C:9](=[O:10])[O:11][CH2:12][CH3:13])[CH:4]([O:8][C:20]([CH3:19])=[O:21])[CH2:5][CH2:6][CH2:7]1. The reactants are CCOC(=O)c1cn(Cc2ccccc2)nc1OCc1ccc(OCc2nc(-c3ccco3)oc2C)c(-c2ccccc2)c1, CCO, Cl, [Na+], C1CCOC1, [OH-], O. The product is Cc1oc(-c2ccco2)nc1COc1ccc(COc2nn(Cc3ccccc3)cc2C(=O)O)cc1-c1ccccc1. As a reaction SMILES: [CH2:1]([c:2]1[cH:3][cH:4][cH:5][cH:6][cH:7]1)[n:8]1[n:9][c:10]([O:18][CH2:19][c:20]2[cH:21][c:22](-[c:39]3[cH:40][cH:41][cH:42][cH:43][cH:44]3)[c:23]([O:26][CH2:27][c:28]3[n:29][c:30](-[c:34]4[o:35][cH:36][cH:37][cH:38]4)[o:31][c:32]3[CH3:33])[cH:24][cH:25]2)[c:11]([C:13](=[O:14])[O:15][CH2:16][CH3:17])[cH:12]1.[CH3:54][CH2:55][OH:56].[ClH:52].[Na+:51].[O:45]1[CH2:46][CH2:47][CH2:48][CH2:49]1.[OH-:50].[OH2:53]>>[CH2:1]([c:2]1[cH:3][cH:4][cH:5][cH:6][cH:7]1)[n:8]1[n:9][c:10]([O:18][CH2:19][c:20]2[cH:21][c:22](-[c:39]3[cH:40][cH:41][cH:42][cH:43][cH:44]3)[c:23]([O:26][CH2:27][c:28]3[n:29][c:30](-[c:34]4[o:35][cH:36][cH:37][cH:38]4)[o:31][c:32]3[CH3:33])[cH:24][cH:25]2)[c:11]([C:13](=[O:14])[OH:15])[cH:12]1. Reactants: CI (methyl iodide), C1(=CC=CC=C1)C(C(C)C1=NC=CC=C1)=O (1-Phenyl-2-(pyridin-2-yl)propan-1-one), [H-].[Na+] (sodium hydride). Solvent: C1CCOC1 (THF), C1CCOC1 (THF). Run at time 2 hour. Yields the product CC(C(=O)C1=CC=CC=C1)(C)C1=NC=CC=C1 (2-Methyl-1-phenyl-2-(pyridin-2-yl)propan-1-one). The yield is 68.8%. RXN SMILES: [C:1]1([C:7](=[O:16])[CH:8]([C:10]2[CH:15]=[CH:14][CH:13]=[CH:12][N:11]=2)[CH3:9])[CH:6]=[CH:5][CH:4]=[CH:3][CH:2]=1.[H-].[Na+].[CH3:19]I>C1COCC1>[CH3:9][C:8]([C:10]1[CH:15]=[CH:14][CH:13]=[CH:12][N:11]=1)([CH3:19])[C:7]([C:1]1[CH:2]=[CH:3][CH:4]=[CH:5][CH:6]=1)=[O:16] |f:1.2|. Reported procedure: A solution of compound 3 (3.0 g, 14.2 mmol) in THF (10 mL) is added to a suspension of sodium hydride (60%, 0.63 g, 15.6 mmol) in THF (60 mL) at 0° C. The reaction mixture is kept at the same temperature for 2 hours and methyl iodide (0.93 mL, 14.9 mmol) is added at 0° C. The reaction mixture is allowed to warm up to room temperature overnight and then quenched with water. The mixture is separated and the aqueous phase is extracted with ethyl acetate (2×40 mL). The extracts are combined, washed ... Reaction SMILES: Cl.[CH3:2][C:3]([CH3:35])([CH2:33][CH3:34])[CH2:4][C:5]1[N:6]=[C:7]([C:16]([OH:32])([CH3:31])[CH2:17][C:18]2[CH:23]=[CH:22][C:21]([C:24]3[CH:29]=[CH:28][CH:27]=[C:26]([CH3:30])[N:25]=3)=[CH:20][CH:19]=2)[N:8](S(N(C)C)(=O)=O)[CH:9]=1>CO>[CH3:2][C:3]([CH3:35])([CH2:33][CH3:34])[CH2:4][C:5]1[N:6]=[C:7]([C:16]([OH:32])([CH3:31])[CH2:17][C:18]2[CH:23]=[CH:22][C:21]([C:24]3[CH:29]=[CH:28][CH:27]=[C:26]([CH3:30])[N:25]=3)=[CH:20][CH:19]=2)[NH:8][CH:9]=1. Reported procedure: Hydrogen chloride (4 M in 1,4-dioxane) (2 mL, 8 mmol) was added to an ambient temperature solution of 4-(2,2-dimethylbutyl)-2-{1-hydroxy-1-methyl-2-[4-(6-methylpyridin-2-yl)phenyl]ethyl}-N,N-dimethyl-1H-imidazole-1-sulfonamide (120 mg, 0.25 mmol) in methanol (4 mL). After stirring at 70° C. for 1 h, volatiles were removed. The residue was partitioned between methanol/ethyl acetate and 10% aqueous sodium hydroxide. The aqueous phase was extracted with ethyl acetate. The combined organic extracts ... Run at temperature 70 celsius, time 1 hour. The product is CC(CC=1N=C(NC1)C(CC1=CC=C(C=C1)C1=NC(=CC=C1)C)(C)O)(CC)C (2-[4-(2,2-dimethylbutyl)-1H-imidazol-2-yl]-1-[4-(6-methylpyridin-2-yl)phenyl]propan-2-ol). Run in CO (methanol). The reactants are Cl (Hydrogen chloride), CC(CC=1N=C(N(C1)S(=O)(=O)N(C)C)C(CC1=CC=C(C=C1)C1=NC(=CC=C1)C)(C)O)(CC)C (4-(2,2-dimethylbutyl)-2-{1-hydroxy-1-methyl-2-[4-(6-methylpyridin-2-yl)phenyl]ethyl}-N,N-dimethyl-1H-imidazole-1-sulfonamide). Reactants: COc1ccc2cc[nH]c2c1, O=C=NS(=O)(=O)Cl, CN(C)C=O, O. Yields the product COc1ccc2c(C#N)c[nH]c2c1. RXN SMILES: [CH3:1][O:2][c:3]1[cH:4][cH:5][c:6]2[cH:7][cH:8][nH:9][c:10]2[cH:11]1.[Cl:12][S:13](=[O:15])([N:16]=[C:17]=[O:14])=[O:18].[O:20]=[CH:21][N:22]([CH3:23])[CH3:24].[OH2:19]>>[CH3:1][O:2][c:3]1[cH:4][cH:5][c:6]2[c:7]([C:17]#[N:16])[cH:8][nH:9][c:10]2[cH:11]1.